From a dataset of the Open Reaction Database (ORD), a public repository of structured organic reaction records. describe an organic reaction: reactants, conditions, products, and yield The reactants are C(C)(C)(C)OC(CCC(CCN(CC1=CC=CC=C1)C)OS(=O)(=O)C)=O (6-(N-methyl -N-benzylamino )-4-methylsulfonyloxy-caproic acid-t-butyl ester), O (water), [H-].[Na+] (sodium hydride), ClC1=CC=C(CC2=NNC(C3=CC=CC=C23)=O)C=C1 (4(4-chlorobenzyl)-1(2H)-phthalazinone). Solvent: CC(=O)N(C)C (DMA), CC(=O)N(C)C (dimethylacetamide). Reaction conditions: temperature 50 celsius, time 0.5 hour. The product is ClC1=CC=C(CC2=NN(C(C3=CC=CC=C23)=O)C(CC(C(=O)O)C(C)(C)C)CCN(CC2=CC=CC=C2)C)C=C1 (4-(4-chlorobenzyl)-2-[5-(N-methyl-N-benzylamino)-1-carboxy-t-butyl-3-pentyl]-1(2H)-phthalazinone). Reaction SMILES: [H-].[Na+].[Cl:3][C:4]1[CH:21]=[CH:20][C:7]([CH2:8][C:9]2[C:18]3[C:13](=[CH:14][CH:15]=[CH:16][CH:17]=3)[C:12](=[O:19])[NH:11][N:10]=2)=[CH:6][CH:5]=1.C([O:26][C:27](=[O:47])[CH2:28][CH2:29][CH:30](OS(C)(=O)=O)[CH2:31][CH2:32][N:33]([CH3:41])[CH2:34][C:35]1[CH:40]=[CH:39][CH:38]=[CH:37][CH:36]=1)(C)(C)C.O>CC(N(C)C)=O>[Cl:3][C:4]1[CH:5]=[CH:6][C:7]([CH2:8][C:9]2[C:18]3[C:13](=[CH:14][CH:15]=[CH:16][CH:17]=3)[C:12](=[O:19])[N:11]([CH:30]([CH2:31][CH2:32][N:33]([CH3:41])[CH2:34][C:35]3[CH:36]=[CH:37][CH:38]=[CH:39][CH:40]=3)[CH2:29][CH:28]([C:7]([CH3:20])([CH3:8])[CH3:6])[C:27]([OH:26])=[O:47])[N:10]=2)=[CH:20][CH:21]=1 |f:0.1|. Procedure: 3 g sodium hydride (80%, in white oil) are added to 21.6 g 4(4-chlorobenzyl)-1(2H)-phthalazinone in 200 ml dimethylacetamide (DMA) with cooling in an ice bath. 37 g 6-(N-methyl -N-benzylamino )-4-methylsulfonyloxy-caproic acid-t-butyl ester in 80 ml DMA are then added dropwise with cooling and stirring continued for 0.5 hour. The mixture is allowed to warm slowly--overnight--to room temperature and is then heated for 2 hours to 40° C.-50° C. The mixture is hydrolyzed by addition of 200 ml water ... The reactants are BrC1=CC(=C(C=C1)C1C2=C(NCCS1)N(N=C2C2=NC=CC=C2)C)Cl (4-(4-bromo-2-chloro-phenyl)-1-methyl-3-(2-pyridyl)-4,6,7,8-tetrahydropyrazolo[3,4-e][1,4]thiazepine), CO (methanol), CC(=O)C (acetone). The solvent is C1CCOC1 (THF), C1CCOC1 (THF). Reaction conditions: time 4 hour. Product: ClC=1C=C(C=CC1C1C2=C(NCCS1)N(N=C2C2=NC=CC=C2)C)C(C)(C)O (2-[3-chloro-4-[1-methyl-3-(2-pyridyl)-4,6,7,8-tetrahydropyrazolo[3,4-e][1,4]thiazepin-4-yl]phenyl]propan-2-ol). Yield: 39.0%. RXN SMILES: Br[C:2]1[CH:7]=[CH:6][C:5]([CH:8]2[S:14][CH2:13][CH2:12][NH:11][C:10]3[N:15]([CH3:24])[N:16]=[C:17]([C:18]4[CH:23]=[CH:22][CH:21]=[CH:20][N:19]=4)[C:9]2=3)=[C:4]([Cl:25])[CH:3]=1.[CH3:26][C:27]([CH3:29])=[O:28].CO>C1COCC1>[Cl:25][C:4]1[CH:3]=[C:2]([C:27]([OH:28])([CH3:29])[CH3:26])[CH:7]=[CH:6][C:5]=1[CH:8]1[S:14][CH2:13][CH2:12][NH:11][C:10]2[N:15]([CH3:24])[N:16]=[C:17]([C:18]3[CH:23]=[CH:22][CH:21]=[CH:20][N:19]=3)[C:9]1=2. Reported procedure: To a degassed solution of 4-(4-bromo-2-chloro-phenyl)-1-methyl-3-(2-pyridyl)-4,6,7,8-tetrahydropyrazolo[3,4-e][1,4]thiazepine (0.255 g, 0.59 mmol, see Ex.#3 step D) in anhydrous THF (2.5 mL) was added dropwise isopropylmagnesium chloride lithium chloride complex solution (2.25 mL, 1.3 M in THF, 2.93 mmol) at about 0° C. After complete addition, the mixture was stirred at rt for about 4 h, then cooled to about −40° C. and acetone (0.3 mL, 4.1 mmol) was added dropwise. Subsequently, the mixture wa... The reactants are N(=O)[O-].[Na+] (NaNO2), Cu(NO3)2 dihydrate, Cu2O, diazo, CNS(=O)(=O)C1=CC(=CC=C1)N (N-Methyl-3-aminobenzene sulfonamide), NC(=O)N (urea). Run in O (H2O), O (H2O), O (H2O), OS(=O)(=O)O (H2SO4). Run at time 10 minute. Product: CNS(=O)(=O)C1=CC(=CC=C1)O (N-Methyl-3-hydroxybenzene sulfonamide). RXN SMILES: [CH3:1][NH:2][S:3]([C:6]1[CH:11]=[CH:10][CH:9]=[C:8](N)[CH:7]=1)(=[O:5])=[O:4].N([O-])=[O:14].[Na+].NC(N)=O>O.OS(O)(=O)=O>[CH3:1][NH:2][S:3]([C:6]1[CH:11]=[CH:10][CH:9]=[C:8]([OH:14])[CH:7]=1)(=[O:5])=[O:4] |f:1.2|. Procedure: N-Methyl-3-aminobenzene sulfonamide (488 mg, 2.62 mmole) was dissolved in a mixture of 10 mL of H2O and 2 mL of conc. H2SO4, and was cooled to −5°. A solution of NaNO2 (207 mg, 3 mmole) in 2 mL of H2O was added dropwise at such a rate that the temperature doesn't exceed 0°. The reaction was stirred for 10 minutes, urea (100 mg) was added, and the reaction was stirred an additional 10 minutes. The cold solution of diazo compound was slowly added with stirring to a 0° solution of Cu(NO3)2 dihydrat... Reactants: COC1OC(CC1)OC (2,5-dimethoxytetrahydrofuran), CC(=O)C.C(=O)O.C(=O)O (acetone dicarboxylic acid), Cl.C(C1=CC=CC=C1)N (benzyl amine HCl salt). The solvent is C(C)(=O)[O-].[Na+] (sodium acetate). The product is C(C1=CC=CC=C1)N1C2CC(CC1CC2)=O (8-benzyl-8-azabicyclo[3.2.1]octan-3-one). As a reaction SMILES: CO[CH:3]1[CH2:7][CH2:6][CH:5](OC)[O:4]1.[CH3:10][C:11]([CH3:13])=O.C(O)=O.C(O)=O.Cl.[CH2:21]([NH2:28])[C:22]1[CH:27]=[CH:26][CH:25]=[CH:24][CH:23]=1>C([O-])(=O)C.[Na+]>[CH2:21]([N:28]1[CH:6]2[CH2:5][CH2:13][CH:11]1[CH2:10][C:3](=[O:4])[CH2:7]2)[C:22]1[CH:27]=[CH:26][CH:25]=[CH:24][CH:23]=1 |f:1.2.3,4.5,6.7|. Procedure details: 2,5-dimethoxytetrahydrofuran (95) is combined with acetone dicarboxylic acid (96) and benzyl amine HCl salt (97) in sodium acetate to give 8-benzyl-8-azabicyclo[3.2.1]octan-3-one 98. The ketone 98 in ethanol is added to hydroxylamine hydrochloride and pyridine, and heated under reflux conditions to afford 8-benzyl-8-azabicyclo[3.2.1]octan-3-one oxime 99. The oxime 99 in 1-pentanol is combined with sodium metal and heated under reflux to produce 8-benzyl-8-azabicyclo[3.2.1]octan-3-amine 100. The ... Starting materials: ClCC1=CC=C(C=C1)C1=CC2=NC=CC(=C2S1)OC1=C(C=C(C=C1)[N+](=O)[O-])F (2-(4-(Chloromethyl)phenyl)-7-(2-fluoro-4-nitrophenoxy)thieno[3,2-b]pyridine), CNCCO (2-(methylamino)ethanol). The solvent is COCCOC (DME). Conditions: time 2 hour. Yields the product FC1=C(OC2=C3C(=NC=C2)C=C(S3)C3=CC=C(CN(CCO)C)C=C3)C=CC(=C1)[N+](=O)[O-] (2-((4-(7-(2-Fluoro-4-nitrophenoxy)thieno[3,2-b]pyridin-2-yl)benzyl)(methyl)amino)ethanol). Yield: 62.0%. As a reaction SMILES: Cl[CH2:2][C:3]1[CH:8]=[CH:7][C:6]([C:9]2[S:17][C:16]3[C:11](=[N:12][CH:13]=[CH:14][C:15]=3[O:18][C:19]3[CH:24]=[CH:23][C:22]([N+:25]([O-:27])=[O:26])=[CH:21][C:20]=3[F:28])[CH:10]=2)=[CH:5][CH:4]=1.[CH3:29][NH:30][CH2:31][CH2:32][OH:33]>COCCOC>[F:28][C:20]1[CH:21]=[C:22]([N+:25]([O-:27])=[O:26])[CH:23]=[CH:24][C:19]=1[O:18][C:15]1[CH:14]=[CH:13][N:12]=[C:11]2[CH:10]=[C:9]([C:6]3[CH:7]=[CH:8][C:3]([CH2:2][N:30]([CH3:29])[CH2:31][CH2:32][OH:33])=[CH:4][CH:5]=3)[S:17][C:16]=12. Procedure: To a suspension of 52 (1.2 g, 2.89 mmol) in DME (30 ml) was added 2-(methylamino)ethanol (2.17 g, 10 eq, 28.9 mmol) and the reaction mixture was stirred at RT for 2 hrs. The reaction mixture was concentrated then partitioned between EtOAc/H2O and the EtOAc was collected, dried over Na2SO4, filtered and concentrated. The crude mixture was purified by column chromatography (8:2 EtOAc:MeOH) to afford title compound 85 (813 mg, 45% yield). 1H NMR (DMSO-d6) δ (ppm): 8.57 (d, J=5.48 Hz, 1H), 8.48 (m, ... The reactants are CC1(C=2C=C(C(=C(C2C(CC1)(C)C)Br)O)C(=O)O)C (5,6,7,8-tetrahydro-5,5,8,8-tetramethyl-1-bromo -2-hydroxynaphthalene-3-carboxylic acid), CC1(C=2C=C(C(=C(C2C(CC1)(C)C)Br)O)C(=O)O)C (5,6,7,8-tetrahydro-5,5,8,8-tetramethyl-1-bromo -2-hydroxynaphthalene-3-carboxylic acid), COCCl (chloromethyl methyl ether), C(C)(C)N(CC)C(C)C (diisopropylethyl amine), [Br-] (bromide). Run in C(Cl)Cl (CH2Cl2). Run at temperature 45 celsius. Yields the product methoxymethyl ester, BrC1=C(C(=CC=2C(CCC(C12)(C)C)(C)C)C(=O)O)OCOC (4-Bromo-3-methoxymethoxy-5,5,8,8-tetramethyl-5,6,7,8-tetrahydronaphthalen-2-yl carboxylic acid). Reaction SMILES: [CH3:1][C:2]1([CH3:19])[CH2:11][CH2:10][C:9]([CH3:13])([CH3:12])[C:8]2[C:7]([Br:14])=[C:6]([OH:15])[C:5]([C:16]([OH:18])=[O:17])=[CH:4][C:3]1=2.[CH3:20][O:21][CH2:22]Cl.C(N(C(C)C)CC)(C)C.[Br-]>C(Cl)Cl>[Br:14][C:7]1[C:8]2[C:9]([CH3:12])([CH3:13])[CH2:10][CH2:11][C:2]([CH3:19])([CH3:1])[C:3]=2[CH:4]=[C:5]([C:16]([OH:18])=[O:17])[C:6]=1[O:15][CH2:20][O:21][CH3:22]. Procedure details: To a solution of 4-bromo-3-hydroxy-5,5,8,8-tetramethyl-5,6,7,8-tetrahydronaphthalen-2-yl acid (Compound M), 233 mg, 0.71 mmol) in 6 ml of CH2Cl2 was added chloromethyl methyl ether (0.162 ml, 2.1 mmol), diisopropylethyl amine (0.764 ml, 4.2 mmol) and a catalytic amount of tetrabutylammouimn bromide. The reaction mixture was heated to 45° C. for 2 h. The reaction mixture was concentrated and the residue was purified by column chromatography (ethyl acetate/hexane 1/9) to yield the methoxymethyl es...